describe an organic reaction: reactants, conditions, products, and yield From a dataset of the Open Reaction Database (ORD), a public repository of structured organic reaction records. The product is Cc1cc(C#N)c(Cl)cc1N1CCC(O)C1C. As a reaction SMILES: [CH3:26][S:27](=[O:28])[CH3:29].[Cl:1][c:2]1[c:3]([C:4]#[N:5])[cH:6][c:7]([CH3:11])[c:8]([F:10])[cH:9]1.[Li+:19].[Li+:20].[O-:21][C:22](=[O:23])[O-:24].[OH2:25].[OH:12][CH:13]1[CH:14]([CH3:18])[NH:15][CH2:16][CH2:17]1>>[Cl:1][c:2]1[c:3]([C:4]#[N:5])[cH:6][c:7]([CH3:11])[c:8]([N:15]2[CH:14]([CH3:18])[CH:13]([OH:12])[CH2:17][CH2:16]2)[cH:9]1. Reactants: CS(C)=O, Cc1cc(C#N)c(Cl)cc1F, [Li+], [Li+], O=C([O-])[O-], O, CC1NCCC1O. The reactants are C[Mg]Cl (methylmagnesium chloride), solid, BrC1=C2C=CC(=NC2=CC=C1F)C (5-bromo-6-fluoro-2-methylquinoline), O (water). Reagents/catalysts: [Ni+2].ClC(CP(C1=CC=CC=C1)C1=CC=CC=C1)(CP(C1=CC=CC=C1)C1=CC=CC=C1)Cl (dichloro[1,3-bis(diphenylphosphino)propane] nickel (II)). Run in O1CCCC1 (tetrahydrofuran), C1(=CC=CC=C1)C (toluene). Conditions: time 8 hour. The product is CC1=NC2=CC=C(C(=C2C=C1)C)F (2,5-dimethyl-6-fluoroquinoline). The yield is 44.0%. RXN SMILES: Br[C:2]1[C:11]([F:12])=[CH:10][CH:9]=[C:8]2[C:3]=1[CH:4]=[CH:5][C:6]([CH3:13])=[N:7]2.[CH3:14][Mg]Cl.O>[Ni+2].ClC(Cl)(CP(C1C=CC=CC=1)C1C=CC=CC=1)CP(C1C=CC=CC=1)C1C=CC=CC=1.C1(C)C=CC=CC=1.O1CCCC1>[CH3:13][C:6]1[CH:5]=[CH:4][C:3]2[C:8](=[CH:9][CH:10]=[C:11]([F:12])[C:2]=2[CH3:14])[N:7]=1 |f:3.4|. Procedure details: Under a nitrogen atmosphere, 28.0 g (0.05 mole) of dichloro[1,3-bis(diphenylphosphino)propane] nickel (II) catalyst (prepared by the method of G. R. Van Hecke and W. DeW. Horrocks, Inorganic Chemistry, 5, 1968 (1966), incorporated herein by reference) was added to a solution of 240 g (1.0 mole) of 5-bromo-6-fluoro-2-methylquinoline in 3.8 liters of toluene. 440 ml (1.4 mole) of 3.17 molar methylmagnesium chloride in tetrahydrofuran was added rapidly to the above mixture, the resulting exotherm b... The reactants are COC(=O)c1ccccc1CBr, O=C([O-])[O-], CCN(Cc1ccccc1F)C(=O)Cc1ccc(O)cc1, CC#N, [K+], [K+]. The product is CCN(Cc1ccccc1F)C(=O)Cc1ccc(OCc2ccccc2C(=O)OC)cc1. As a reaction SMILES: [Br:22][CH2:23][c:24]1[c:25]([C:26](=[O:27])[O:28][CH3:29])[cH:30][cH:31][cH:32][cH:33]1.[C:34](=[O:35])([O-:36])[O-:37].[CH2:1]([CH3:2])[N:3]([C:4]([CH2:5][c:6]1[cH:7][cH:8][c:9]([OH:12])[cH:10][cH:11]1)=[O:13])[CH2:14][c:15]1[c:16]([F:21])[cH:17][cH:18][cH:19][cH:20]1.[CH3:40][C:41]#[N:42].[K+:38].[K+:39]>>[CH2:1]([CH3:2])[N:3]([C:4]([CH2:5][c:6]1[cH:7][cH:8][c:9]([O:12][CH2:23][c:24]2[c:25]([C:26](=[O:27])[O:28][CH3:29])[cH:30][cH:31][cH:32][cH:33]2)[cH:10][cH:11]1)=[O:13])[CH2:14][c:15]1[c:16]([F:21])[cH:17][cH:18][cH:19][cH:20]1. The reactants are N1=CC(=CC(=C1)C(=O)O)C(=O)O (Pyridine-3,5-dicarboxylic acid), CO (CH3OH), S(=O)(Cl)Cl (thionyl chloride). Reaction conditions: time 0.5 hour. Product: Cl.COC(=O)C=1C=NC=C(C1)C(=O)O (Pyridine-3,5-dicarboxylic acid methyl ester hydrochloride). RXN SMILES: [N:1]1[CH:6]=[C:5]([C:7]([OH:9])=[O:8])[CH:4]=[C:3]([C:10]([OH:12])=[O:11])[CH:2]=1.S(Cl)([Cl:15])=O.[CH3:17]O>>[ClH:15].[CH3:17][O:8][C:7]([C:5]1[CH:6]=[N:1][CH:2]=[C:3]([C:10]([OH:12])=[O:11])[CH:4]=1)=[O:9] |f:3.4|. Reported procedure: Pyridine-3,5-dicarboxylic acid (5.00 g, 29.9 mmol) was stirred in CH3OH (100 mL), cooled in an ice bath, and treated dropwise with thionyl chloride (17.45 mL, 239.2 mmol). After 0.5 hr, the reaction mixture was refluxed for 48 hrs. Concentration to dryness gave the title compound as an off-white solid.